Dataset: the Open Reaction Database (ORD), a public repository of structured organic reaction records. Task: describe an organic reaction: reactants, conditions, products, and yield Reactants: CSc1nccc(C(O)CC(=O)OC(C)(C)C)n1, ClCCl, [Na+], [Na+], O, O=S([O-])S(=O)[O-]. Product: CSc1nccc(C(=O)CC(=O)OC(C)(C)C)n1. Reaction SMILES: [C:1]([CH3:2])([CH3:3])([CH3:4])[O:5][C:6]([CH2:7][CH:8]([c:9]1[n:10][c:11]([S:15][CH3:16])[n:12][cH:13][cH:14]1)[OH:17])=[O:18].[Cl:28][CH2:29][Cl:30].[Na+:26].[Na+:27].[OH2:19].[S:20]([S:21]([O-:22])=[O:23])([O-:24])=[O:25]>>[C:1]([CH3:2])([CH3:3])([CH3:4])[O:5][C:6]([CH2:7][C:8]([c:9]1[n:10][c:11]([S:15][CH3:16])[n:12][cH:13][cH:14]1)=[O:17])=[O:18].